From a dataset of the Open Reaction Database (ORD), a public repository of structured organic reaction records. describe an organic reaction: reactants, conditions, products, and yield Reactants: ClCCCOc1ccc(-c2nc3cc(Br)cnc3[nH]2)cc1, C1CCNCC1. Yields the product Brc1cnc2[nH]c(-c3ccc(OCCCN4CCCCC4)cc3)nc2c1. RXN SMILES: [Br:1][c:2]1[cH:3][c:4]2[c:5]([n:6][cH:7]1)[nH:8][c:9](-[c:11]1[cH:12][cH:13][c:14]([O:17][CH2:18][CH2:19][CH2:20][Cl:21])[cH:15][cH:16]1)[n:10]2.[CH2:22]1[CH2:23][CH2:24][NH:25][CH2:26][CH2:27]1>>[Br:1][c:2]1[cH:3][c:4]2[c:5]([n:6][cH:7]1)[nH:8][c:9](-[c:11]1[cH:12][cH:13][c:14]([O:17][CH2:18][CH2:19][CH2:20][N:25]3[CH2:24][CH2:23][CH2:22][CH2:27][CH2:26]3)[cH:15][cH:16]1)[n:10]2. Starting materials: CCOC(=O)CCC(=O)N1CC(C(=O)OCC)C(c2ccc([N+](=O)[O-])cc2)C1, CC(=O)O. Product: CCOC(=O)CCC(=O)N1CC(C(=O)OCC)C(c2ccc(N)cc2)C1. As a reaction SMILES: [CH2:1]([CH3:2])[O:3][C:4](=[O:5])[CH:6]1[CH2:7][N:8]([C:20]([CH2:21][CH2:22][C:23](=[O:24])[O:25][CH2:26][CH3:27])=[O:28])[CH2:9][CH:10]1[c:11]1[cH:12][cH:13][c:14]([N+:17]([O-:18])=[O:19])[cH:15][cH:16]1.[CH3:29][C:30](=[O:31])[OH:32]>>[CH2:1]([CH3:2])[O:3][C:4](=[O:5])[CH:6]1[CH2:7][N:8]([C:20]([CH2:21][CH2:22][C:23](=[O:24])[O:25][CH2:26][CH3:27])=[O:28])[CH2:9][CH:10]1[c:11]1[cH:12][cH:13][c:14]([NH2:17])[cH:15][cH:16]1. Starting materials: C(#N)N1CCC[C@@H]2CC(CC[C@@H]12)=O (trans-(±)-1-cyano-6-oxodecahydroquinoline), CN(C)C(N(C)C)N(C)C (tris-dimethylaminomethane). Run in C1(=CC=CC=C1)C (toluene). Product: C(#N)N1CCC[C@@H]2CC(C(C[C@@H]12)=CN(C)C)=O (trans-(±)-1-cyano-6-oxo-7-dimethylaminomethylenedecahydroquinoline). RXN SMILES: [C:1]([N:3]1[C@H:12]2[C@@H:7]([CH2:8][C:9](=[O:13])[CH2:10][CH2:11]2)[CH2:6][CH2:5][CH2:4]1)#[N:2].[CH3:14][N:15]([CH:17](N(C)C)N(C)C)[CH3:16]>C1(C)C=CC=CC=1>[C:1]([N:3]1[C@H:12]2[C@@H:7]([CH2:8][C:9](=[O:13])[C:10](=[CH:14][N:15]([CH3:17])[CH3:16])[CH2:11]2)[CH2:6][CH2:5][CH2:4]1)#[N:2]. Procedure details: A reaction mixture was prepared from 4.18 g. of trans-(±)-1-cyano-6-oxodecahydroquinoline, 5.0 g. of tris-dimethylaminomethane and 50 ml. of toluene. The reaction mixture was refluxed under nitrogen temperature for five hours and then was concentrated in vacuo. Five and seventy-six hundredths grams of a crude yellow solid comprising trans-(±)-1-cyano-6-oxo-7-dimethylaminomethylenedecahydroquinoline were obtained. This crude product was mixed with 2.25 g. of guanidine carbonate in 100 ml. of anhy... Product: C(C)OC(CN1CC(N(C2=C(C1=O)C=C(C=C2)NC(=O)NCC2=CC=CC=C2)C)=O)=O ([7-(3-benzyl-ureido)-1-methyl-2,5-dioxo-1,2,3,5-tetrahydro-benzo[e][1,4]diazepin-4-yl]-acetic acid ethyl ester). Reaction SMILES: [CH2:1]([O:3][C:4](=[O:21])[CH2:5][N:6]1[C:12](=[O:13])[C:11]2[CH:14]=[C:15]([NH2:18])[CH:16]=[CH:17][C:10]=2[N:9]([CH3:19])[C:8](=[O:20])[CH2:7]1)[CH3:2].[CH2:22]([N:29]=[C:30]=[O:31])[C:23]1[CH:28]=[CH:27][CH:26]=[CH:25][CH:24]=1.CCOC(C)=O>CN(C=O)C.CN(C1C=CN=CC=1)C>[CH2:1]([O:3][C:4](=[O:21])[CH2:5][N:6]1[C:12](=[O:13])[C:11]2[CH:14]=[C:15]([NH:18][C:30]([NH:29][CH2:22][C:23]3[CH:28]=[CH:27][CH:26]=[CH:25][CH:24]=3)=[O:31])[CH:16]=[CH:17][C:10]=2[N:9]([CH3:19])[C:8](=[O:20])[CH2:7]1)[CH3:2]. Yield: 98.2%. Run in CN(C)C=O (DMF). Reagents/catalysts: CN(C)C=1C=CN=CC1 (DMAP). Reactants: CCOC(=O)C (AcOEt), C(C)OC(CN1CC(N(C2=C(C1=O)C=C(C=C2)N)C)=O)=O ((7-amino-1-methyl-2,5-dioxo-1,2,3,5-tetrahydro-benzo[e][1,4]diazepin-4-yl)-acetic acid ethyl ester), C(C1=CC=CC=C1)N=C=O (benzylisocyanate). Procedure details: To a solution of (7-amino-1-methyl-2,5-dioxo-1,2,3,5-tetrahydro-benzo[e][1,4]diazepin-4-yl)-acetic acid ethyl ester (0.65 g, 2.23 mmol) in DMF (5 ml) was added benzylisocyanate (0.5 g, 3.75 mmol) and DMAP (5 mg). After 2 h at 60° C. the reaction mixture was poured into AcOEt (70 ml), washed with aqueous KHSO4 (0.1 N) and water. After drying over Na2SO4 and evaporation of the solvents the residue was purified by chromatography (dichloromethane/MeOH 19:1) to give [7-(3-benzyl-ureido)-1-methyl-2,5-... The product is CC1(CCCCCC1)O\N=C(/C(=O)OCC)\C(C)=O (Ethyl (Z)-2-(1-methylcyclohept-1-yloxyimino)-3-oxobutyrate). Reactants: O\N=C(/C(=O)OCC)\C(C)=O (Ethyl (Z)-2-hydroxyimino-3-oxobutyrate), BrC1(CCCCCC1)C (1-bromo-1-methylcycloheptane). Isolated yield 65.2%. The reagents and catalysts are FC(S(=O)(=O)[O-])(F)F.[Ag+] (silver trifluoromethanesulphonate). As a reaction SMILES: [OH:1]/[N:2]=[C:3](/[C:9](=[O:11])[CH3:10])\[C:4]([O:6][CH2:7][CH3:8])=[O:5].Br[C:13]1([CH3:20])[CH2:19][CH2:18][CH2:17][CH2:16][CH2:15][CH2:14]1>O1CCOCC1.FC(F)(F)S([O-])(=O)=O.[Ag+]>[CH3:20][C:13]1([O:1]/[N:2]=[C:3](/[C:9](=[O:11])[CH3:10])\[C:4]([O:6][CH2:7][CH3:8])=[O:5])[CH2:19][CH2:18][CH2:17][CH2:16][CH2:15][CH2:14]1 |f:3.4|. Conditions: time 5 hour. Procedure: Ethyl (Z)-2-hydroxyimino-3-oxobutyrate (795 mg, 5 mmol) and 1-bromo-1-methylcycloheptane (1.lg, 5.76 mmol) in dry 1,4-dioxan (5 ml) under an atmosphere of argon in the dark were treated portionwise with silver trifluoromethanesulphonate (1.48 g, 5.76 mmol), with stirring, over 5 h. The mixture was stirred for a further 18 h in the dark and then worked up using a similar procedure to that described in Example 7a to give the title compound as an oil (878 mg; 65%); νmax (CH2Cl2) 3430, 3350, 1740, 1... Solvent: O1CCOCC1 (1,4-dioxan). Reactants: C(=NCc1ccccc1)=NC1CCCCC1, CNc1ccc(CN2CCN(C(=O)OC(C)(C)C)C(C)C2)cc1, ClCCl, CN(C)C=O, On1nnc2ccccc21, O=C(O)c1ccc(-c2ccccn2)cc1. The product is CC1CN(Cc2ccc(N(C)C(=O)c3ccc(-c4ccccn4)cc3)cc2)CCN1C(=O)OC(C)(C)C. As a reaction SMILES: [CH2:16]([N:17]=[C:18]=[N:19][CH:20]1[CH2:21][CH2:22][CH2:23][CH2:24][CH2:25]1)[c:26]1[cH:27][cH:28][cH:29][cH:30][cH:31]1.[CH3:42][CH:43]1[N:44]([C:58](=[O:59])[O:60][C:61]([CH3:62])([CH3:63])[CH3:64])[CH2:45][CH2:46][N:47]([CH2:49][c:50]2[cH:51][cH:52][c:53]([NH:56][CH3:57])[cH:54][cH:55]2)[CH2:48]1.[Cl:70][CH2:71][Cl:72].[O:65]=[CH:66][N:67]([CH3:68])[CH3:69].[OH:32][n:33]1[c:34]2[cH:35][cH:36][cH:37][cH:38][c:39]2[n:40][n:41]1.[n:1]1[c:2](-[c:7]2[cH:8][cH:9][c:10]([C:11](=[O:12])[OH:13])[cH:14][cH:15]2)[cH:3][cH:4][cH:5][cH:6]1>>[n:1]1[c:2](-[c:7]2[cH:8][cH:9][c:10]([C:11](=[O:13])[N:56]([c:53]3[cH:52][cH:51][c:50]([CH2:49][N:47]4[CH2:46][CH2:45][N:44]([C:58](=[O:59])[O:60][C:61]([CH3:62])([CH3:63])[CH3:64])[CH:43]([CH3:42])[CH2:48]4)[cH:55][cH:54]3)[CH3:57])[cH:14][cH:15]2)[cH:3][cH:4][cH:5][cH:6]1. Starting materials: ClC1=C(CN2CCC3(CN(CCO3)C(=O)C=3N=C(SC3)C(C)C)CC2)C=CC=C1CCO ((9-(2-Chloro-3-(2-hydroxyethyl)benzyl)-1-oxa-4,9-diazaspiro[5.5]undecan-4-yl)(2-isopropylthiazol-4-yl)methanone), CC(=O)OI1(C=2C=CC=CC2C(=O)O1)(OC(=O)C)OC(=O)C (Dess-Martin periodinane), FC(C(=O)O)(F)F (trifluoroacetic acid). The solvent is C(Cl)Cl (DCM), ice water. Run at time 5 minute. The product is ClC1=C(C=CC=C1CN1CCC2(CN(CCO2)C(=O)C=2N=C(SC2)C(C)C)CC1)CC=O (2-(2-Chloro-3-((4-(2-isopropylthiazole-4-carbonyl)-1-oxa-4,9-diazaspiro[5.5]undecan-9-yl)methyl)phenyl)acetaldehyde). As a reaction SMILES: [Cl:1][C:2]1[C:29]([CH2:30][CH2:31][OH:32])=[CH:28][CH:27]=[CH:26][C:3]=1[CH2:4][N:5]1[CH2:25][CH2:24][C:8]2([O:13][CH2:12][CH2:11][N:10]([C:14]([C:16]3[N:17]=[C:18]([CH:21]([CH3:23])[CH3:22])[S:19][CH:20]=3)=[O:15])[CH2:9]2)[CH2:7][CH2:6]1.FC(F)(F)C(O)=O.CC(OI1(OC(C)=O)(OC(C)=O)OC(=O)C2C=CC=CC1=2)=O>C(Cl)Cl>[Cl:1][C:2]1[C:3]([CH2:4][N:5]2[CH2:25][CH2:24][C:8]3([O:13][CH2:12][CH2:11][N:10]([C:14]([C:16]4[N:17]=[C:18]([CH:21]([CH3:22])[CH3:23])[S:19][CH:20]=4)=[O:15])[CH2:9]3)[CH2:7][CH2:6]2)=[CH:26][CH:27]=[CH:28][C:29]=1[CH2:30][CH:31]=[O:32]. Procedure: A solution of (9-(2-chloro-3-(2-hydroxyethyl)benzyl)-1-oxa-4,9-diazaspiro[5.5]undecan-4-yl)(2-isopropylthiazol-4-yl)methanone (example 80, step e) (0.386 g) in DCM (5 mL) was cooled in ice-water, treated with trifluoroacetic acid (0.125 mL) and stirred for 5 minutes. Dess-Martin periodinane (0.519 g) was added, then the mixture was removed from the cooling bath and stirred at room temperature for 35 minutes. The solution was diluted with saturated sodium thiosulphate solution (5 mL), saturated s... Reactants: COC=1C=C(OC2CCN(CC2)C)C=CC1[N+](=O)[O-] (4-(3-methoxy-4-nitro-phenoxy)-1-methyl-piperidine), COC=1C=C(OC2CCN(CC2)C)C=CC1[N+](=O)[O-] (4-(3-methoxy-4-nitro-phenoxy)-1-methyl-piperidine). The reagents and catalysts are [Pd] (Pd/C). The solvent is C(C)O (ethanol). Conditions: time 18 hour. The product is COC1=C(N)C=CC(=C1)OC1CCN(CC1)C (2-methoxy-4-[(1-methyl-4-piperidyl)oxy]aniline). The yield is 97.2%. RXN SMILES: [CH3:1][O:2][C:3]1[CH:4]=[C:5]([CH:14]=[CH:15][C:16]=1[N+:17]([O-])=O)[O:6][CH:7]1[CH2:12][CH2:11][N:10]([CH3:13])[CH2:9][CH2:8]1>C(O)C.[Pd]>[CH3:1][O:2][C:3]1[CH:4]=[C:5]([O:6][CH:7]2[CH2:12][CH2:11][N:10]([CH3:13])[CH2:9][CH2:8]2)[CH:14]=[CH:15][C:16]=1[NH2:17]. Procedure: To a stirred solution of 4-(3-methoxy-4-nitro-phenoxy)-1-methyl-piperidine (Intermediate 44; 12.86 g, 48.34 mmol) in ethanol (250 mL) under nitrogen was added in one portion the Pd/C catalyst (10%, 1.29 g). The resulting mixture was evacuated and backfilled with nitrogen 4× before hydrogen gas was introduced via a balloon. The reaction mixture was stirred at room temperature for 18 hrs. The catalyst was removed by filtration through celite and the filtrate concentrated under reduced pressure to ...